From a dataset of the Open Reaction Database (ORD), a public repository of structured organic reaction records. describe an organic reaction: reactants, conditions, products, and yield The reactants are Cl.Cl.COC1=CC=C(C=C1)N1CCNCC1 (1-(4-methoxyphenyl)piperazine dihydrochloride), C(CCCCCCC)S(=O)(=O)Cl (1-octanesulfonyl chloride), C(CC(C)C)(=O)Cl (isovaleryl chloride), FC1=C(C=C(C(=C1)OC)F)N1CCNCC1 (1-(2,5-difluoro-4-methoxyphenyl)-piperazine). Yields the product FC1=C(C=C(C(=C1)OC)F)N1CCN(CC1)S(=O)(=O)CCCCCCCC (4-(2,5-difluoro-4-methoxyphenyl)-1-(octylsulfonyl)piperazine). RXN SMILES: Cl.Cl.COC1C=CC(N2CCNCC2)=CC=1.C(Cl)(=O)CC(C)C.[F:24][C:25]1[CH:30]=[C:29]([O:31][CH3:32])[C:28]([F:33])=[CH:27][C:26]=1[N:34]1[CH2:39][CH2:38][NH:37][CH2:36][CH2:35]1.[CH2:40]([S:48](Cl)(=[O:50])=[O:49])[CH2:41][CH2:42][CH2:43][CH2:44][CH2:45][CH2:46][CH3:47]>>[F:24][C:25]1[CH:30]=[C:29]([O:31][CH3:32])[C:28]([F:33])=[CH:27][C:26]=1[N:34]1[CH2:39][CH2:38][N:37]([S:48]([CH2:40][CH2:41][CH2:42][CH2:43][CH2:44][CH2:45][CH2:46][CH3:47])(=[O:50])=[O:49])[CH2:36][CH2:35]1 |f:0.1.2|. Procedure details: Production Example 3 was repeated except that 1-(4-methoxyphenyl)piperazine dihydrochloride and isovaleryl chloride were replaced with 1-(2,5-difluoro-4-methoxyphenyl)-piperazine (456 mg) and 1-octanesulfonyl chloride (470 μL), respectively, to provide crude 4-(2,5-difluoro-4-methoxyphenyl)-1-(octylsulfonyl)piperazine (681 mg).